This data is from the Open Reaction Database (ORD), a public repository of structured organic reaction records. The task is: describe an organic reaction: reactants, conditions, products, and yield Reactants: NC1=C(C=C(C=C1)N1C[C@H](CCC1)C(=O)N1CCN(CC1)C)OC ([(S)-1-(4-Amino-3-methoxy-phenyl)-piperidin-3-yl]-(4-methyl-piperazin-1-yl)-methanone), COC=1C=C(C=CC1[N+](=O)[O-])N1CCC(CC1)N1C[C@@H](CC1)O ((R)-1-[1-(3-Methoxy-4-nitro-phenyl)-piperidin-4-yl]-pyrrolidin-3-ol). Yields the product NC1=C(C=C(C=C1)N1CCC(CC1)N1C[C@@H](CC1)O)OC ((R)-1-[1-(4-Amino-3-methoxy-phenyl)-piperidin-4-yl]-pyrrolidin-3-ol). RXN SMILES: NC1C=CC(N2CCC[C@H](C(N3CCN(C)CC3)=O)C2)=CC=1OC.[CH3:25][O:26][C:27]1[CH:28]=[C:29]([N:36]2[CH2:41][CH2:40][CH:39]([N:42]3[CH2:46][CH2:45][C@@H:44]([OH:47])[CH2:43]3)[CH2:38][CH2:37]2)[CH:30]=[CH:31][C:32]=1[N+:33]([O-])=O>>[NH2:33][C:32]1[CH:31]=[CH:30][C:29]([N:36]2[CH2:41][CH2:40][CH:39]([N:42]3[CH2:46][CH2:45][C@@H:44]([OH:47])[CH2:43]3)[CH2:38][CH2:37]2)=[CH:28][C:27]=1[O:26][CH3:25]. Reported procedure: (R)-1-[1-(4-Amino-3-methoxy-phenyl)-piperidin-4-yl]-pyrrolidin-3-ol was prepared in an analogous fashion to [(S)-1-(4-Amino-3-methoxy-phenyl)-piperidin-3-yl]-(4-methyl-piperazin-1-yl)-methanone of Example 460c replacing [(S)-1-(3-Methoxy-4-nitro-phenyl)-piperidin-3-yl]-(4-methyl-piperazin-1-yl)-methanone with (R)-1-[1-(3-Methoxy-4-nitro-phenyl)-piperidin-4-yl]-pyrrolidin-3-ol (180 mg, 99%). LC/MS (E/I+) 292.16 (M+H). Reactants: CS(=O)(=O)OC1=NC(=C(C=C1)N)NC1CCCCC1 (5-Amino-6-(cyclohexylamino)pyridin-2-yl methanesulfonate), C1=CN(C=N1)C(=O)N2C=CN=C2 (CDI). Run in C1CCOC1 (THF). Run at temperature 70 celsius. Product: CS(=O)(=O)OC1=CC=C2C(=N1)N(C(=N2)O)C2CCCCC2 (3-Cyclohexyl-2-hydroxy-3H-imidazo[4,5-b]pyridin-5-yl Methanesulfonate). The yield is 61.1%. As a reaction SMILES: [CH3:1][S:2]([O:5][C:6]1[CH:11]=[CH:10][C:9]([NH2:12])=[C:8]([NH:13][CH:14]2[CH2:19][CH2:18][CH2:17][CH2:16][CH2:15]2)[N:7]=1)(=[O:4])=[O:3].C1N=CN([C:25](N2C=NC=C2)=[O:26])C=1>C1COCC1>[CH3:1][S:2]([O:5][C:6]1[N:7]=[C:8]2[N:13]([CH:14]3[CH2:15][CH2:16][CH2:17][CH2:18][CH2:19]3)[C:25]([OH:26])=[N:12][C:9]2=[CH:10][CH:11]=1)(=[O:3])=[O:4]. Procedure details: 5-Amino-6-(cyclohexylamino)pyridin-2-yl methanesulfonate (1.44 g, 5.05 mmol) was dissolved in THF (30 mL) and CDI (2.455 g, 15.14 mmol) was added. The mixture was heated at 70° C. for 3 h. THF was removed and the residue was dissolved in EtOAc. The resulting solution was washed with water followed by 1 M HCl, dried over MgSO4 and concentrated under reduced pressure to give the title compound (0.96 g) without further purification. LCMS m/z=312.50 [M+H]+.